From a dataset of the Open Reaction Database (ORD), a public repository of structured organic reaction records. describe an organic reaction: reactants, conditions, products, and yield The reactants are CC=1N=C2SC3=C(N2C1CO)C=CC=C3 (2-methylimidazo[2,1-b]benzothiazole-3-methanol), Ice water, CN(C=O)C (dimethylformamide), [H-].[Na+] (sodium hydride), COC1=C(C(=O)Cl)C=CC=C1 (o-methoxybenzoyl chloride). Run at time 30 minute. Yields the product COC1=C(C(=O)OC2=C(N=C3SC4=C(N32)C=CC=C4)C)C=CC=C1 (3-o-Methoxybenzoyloxy-2-methylimidazo[2,1-b]benzothiazole). Reaction SMILES: [CH3:1][C:2]1[N:3]=[C:4]2[N:8]([C:9]=1CO)[C:7]1[CH:12]=[CH:13][CH:14]=[CH:15][C:6]=1[S:5]2.[H-].[Na+].[CH3:18][O:19][C:20]1[CH:28]=[CH:27][CH:26]=[CH:25][C:21]=1[C:22](Cl)=[O:23].CN(C)C=[O:32]>>[CH3:18][O:19][C:20]1[CH:28]=[CH:27][CH:26]=[CH:25][C:21]=1[C:22]([O:32][C:9]1[N:8]2[C:4]([S:5][C:6]3[CH:15]=[CH:14][CH:13]=[CH:12][C:7]=32)=[N:3][C:2]=1[CH3:1])=[O:23] |f:1.2|. Reported procedure: In 50 ml of dry dimethylformamide was suspended 3.00 g of 2-methylimidazo[2,1-b]benzothiazole-3-methanol. Then, 1.12 g of 60% sodium hydride was added to the suspension. After stirring for 30 minutes, 3.00 g of o-methoxybenzoyl chloride was added to the mixture followed by stirring at room temperature for 3 hours. Ice water was added to the reaction solution and the system extracted with chloroform. After the chloroform was removed, 2.60 g of the title compound was obtained.